Dataset: the Open Reaction Database (ORD), a public repository of structured organic reaction records. Task: describe an organic reaction: reactants, conditions, products, and yield Starting materials: CC(=O)O, O, O=[N+]([O-])O, O=c1cc(O)c2ccccc2[nH]1. Yields the product O=c1[nH]c2ccccc2c(O)c1[N+](=O)[O-]. RXN SMILES: [CH3:18][C:19](=[O:20])[OH:21].[OH2:17].[OH:1][N+:2]([O-:3])=[O:4].[OH:5][c:6]1[cH:7][c:8](=[O:16])[nH:9][c:10]2[cH:11][cH:12][cH:13][cH:14][c:15]12>>[O-:1][N+:2](=[O:4])[c:7]1[c:6]([OH:5])[c:15]2[c:10]([nH:9][c:8]1=[O:16])[cH:11][cH:12][cH:13][cH:14]2. Starting materials: N12CCCCCC2=NCCC1 (1,8-diazabicyclo[5.4.0]undec-7-ene), [Br-].C(C)OC(=O)C[S+](C)C ((ethoxycarbonylmethyl)dimethylsulfonium bromide), C1(C=CCC1)=O (2-cyclopenten-1-one). The solvent is C(C)#N (acetonitrile). Reaction conditions: temperature -78 celsius, time 45 minute. The product is C(C)OC(=O)C1C2CCC(C12)=O ((1RS,5SR,6RS)-2-Oxo-bicyclo[3,1,0]hexane-6-carboxylic acid ethyl ester). Reaction SMILES: [Br-].[CH2:2]([O:4][C:5]([CH2:7][S+](C)C)=[O:6])[CH3:3].N12CCCN=C1CCCCC2.[C:22]1(=[O:27])[CH2:26][CH2:25][CH:24]=[CH:23]1>C(#N)C>[CH2:2]([O:4][C:5]([CH:7]1[CH:26]2[CH:25]1[CH2:24][CH2:23][C:22]2=[O:27])=[O:6])[CH3:3] |f:0.1|. Procedure details: To a suspension of (ethoxycarbonylmethyl)dimethylsulfonium bromide (148.5 g, 0.648 mole) in acetonitrile (1170 ml) was added 1,8-diazabicyclo[5.4.0]undec-7-ene (97 ml, 0.648 mole) at 22° C. and stirring was continued for 45 min. The solution was treated with 2-cyclopenten-1-one (63 ml, 0.778 mole) and stirring was continued at 22° C. and light exclusion for 4 d. The mixture was evaporated to a volume of ca. 500 ml, partitioned between 1N aqueous HCl and diethylether, the organic layer was dried,... Reactants: FC(C(=O)[O-])(F)F (trifluoroacetate), C(C1=CC=CC=C1)[C@@H]([C@H]([C@H](CCCC)O)O)N ((1S,2R,3S)-1-benzyl-2,3-dihydroxyheptylamine), CC=1C=C(C(=O)O)C=C(C1)C(=O)N(CCC)CCC (3-methyl-5-[(dipropylamino)carbonyl]benzoic acid), CCN(C(C)C)C(C)C (DIEA), amine. Yields the product C(C1=CC=CC=C1)[C@@H]([C@H]([C@H](CCCCC)O)O)NC(C1=CC(C(=O)N(CCC)CCC)=CC(=C1)C)=O (N1-[(1S,2R,3S)-1-benzyl-2,3-dihydroxy-octyl]-5-methyl-N3,N3-dipropyl-isophthalamide). As a reaction SMILES: F[C:2](F)(F)C([O-])=O.[CH2:8]([C@H:15]([NH2:24])[C@@H:16]([OH:23])[C@@H:17]([OH:22])[CH2:18][CH2:19][CH2:20][CH3:21])[C:9]1[CH:14]=[CH:13][CH:12]=[CH:11][CH:10]=1.[CH3:25][C:26]1[CH:27]=[C:28]([CH:32]=[C:33]([C:35]([N:37]([CH2:41][CH2:42][CH3:43])[CH2:38][CH2:39][CH3:40])=[O:36])[CH:34]=1)[C:29](O)=[O:30].CCN(C(C)C)C(C)C>>[CH2:8]([C@H:15]([NH:24][C:29](=[O:30])[C:28]1[CH:27]=[C:26]([CH3:25])[CH:34]=[C:33]([C:35]([N:37]([CH2:41][CH2:42][CH3:43])[CH2:38][CH2:39][CH3:40])=[O:36])[CH:32]=1)[C@@H:16]([OH:23])[C@@H:17]([OH:22])[CH2:18][CH2:19][CH2:20][CH2:21][CH3:2])[C:9]1[CH:14]=[CH:13][CH:12]=[CH:11][CH:10]=1. Procedure: The trifluoroacetate salt of (1S,2R,3S)-1-benzyl-2,3-dihydroxyheptylamine (0.1 mmol) was reacted with 3-methyl-5-[(dipropylamino)carbonyl]benzoic acid as described in method A (addition of an extra equivalent of DIEA to neutralize the amine salt) to give N1-[(1S,2R,3S)-1-benzyl-2,3-dihydroxy-octyl]-5-methyl-N3,N3-dipropyl-isophthalamide. MS (ESI+) for C29H42N2O4 m/z 483 (M+H)+. Starting materials: FC1=C(C=C(C=C1)OC)C1=C(C=C(C=C1)C(=O)OC)I (Methyl 2′-fluoro-2-iodo-5′-(methyloxy)-1,1′-biphenyl-4-carboxylate), CC(=C(C)B(O)O)C (3-methylbut-2-en-2-ylboronic acid), C([O-])([O-])=O.[K+].[K+] (potassium carbonate). Reagents/catalysts: C=1C=CC(=CC1)[P](C=2C=CC=CC2)(C=3C=CC=CC3)[Pd]([P](C=4C=CC=CC4)(C=5C=CC=CC5)C=6C=CC=CC6)([P](C=7C=CC=CC7)(C=8C=CC=CC8)C=9C=CC=CC9)[P](C=1C=CC=CC1)(C=1C=CC=CC1)C=1C=CC=CC1 (Tetrakis(triphenylphosphine)palladium). The solvent is O (water), CN(C)C=O (DMF). Reaction conditions: temperature 90 celsius, time 18 hour. The product is CC(=C(C)C)C1=C(C=CC(=C1)C(=O)OC)C1=C(C=CC(=C1)OC)F (Methyl 2-(1,2-dimethyl-1-propenyl)-2′-fluoro-5′-(methyloxy)-1,1′-biphenyl-4-carboxylate). The yield is 51.0%. Reaction SMILES: [F:1][C:2]1[CH:7]=[CH:6][C:5]([O:8][CH3:9])=[CH:4][C:3]=1[C:10]1[CH:15]=[CH:14][C:13]([C:16]([O:18][CH3:19])=[O:17])=[CH:12][C:11]=1I.[CH3:21][C:22]([CH3:28])=[C:23](B(O)O)[CH3:24].C(=O)([O-])[O-].[K+].[K+]>CN(C=O)C.O.C1C=CC([P]([Pd]([P](C2C=CC=CC=2)(C2C=CC=CC=2)C2C=CC=CC=2)([P](C2C=CC=CC=2)(C2C=CC=CC=2)C2C=CC=CC=2)[P](C2C=CC=CC=2)(C2C=CC=CC=2)C2C=CC=CC=2)(C2C=CC=CC=2)C2C=CC=CC=2)=CC=1>[CH3:24][C:23]([C:11]1[CH:12]=[C:13]([C:16]([O:18][CH3:19])=[O:17])[CH:14]=[CH:15][C:10]=1[C:3]1[CH:4]=[C:5]([O:8][CH3:9])[CH:6]=[CH:7][C:2]=1[F:1])=[C:22]([CH3:28])[CH3:21] |f:2.3.4,^1:44,46,65,84|. Procedure details: To a stirred solution of 66.15D (0.231 g, 0.60 mmol) in DMF (4.00 mL) at 23° C. was added 3-methylbut-2-en-2-ylboronic acid (0.14 g, 1.2 mmol, commercially available from Aldrich), and potassium carbonate (0.25 g, 1.8 mmol). Tetrakis(triphenylphosphine)palladium (0.069 g, 0.060 mmol) was then added to the reaction. The mixture was heated to 90° C. and stirring was continued for 18 hours. The reaction was then cooled to room temperature, diluted with water and extracted three times with EtOAc. Af... The reactants are [Li+], CCOC(=O)C(C)(C)SCC1COCCO1, C1COCCO1, [OH-], O, O. Yields the product CC(C)(SCC1COCCO1)C(=O)O. RXN SMILES: [Li+:19].[O:1]1[CH:2]([CH2:7][S:8][C:9]([C:10](=[O:11])[O:12][CH2:13][CH3:14])([CH3:15])[CH3:16])[CH2:3][O:4][CH2:5][CH2:6]1.[O:21]1[CH2:22][CH2:23][O:24][CH2:25][CH2:26]1.[OH-:18].[OH2:17].[OH2:20]>>[O:1]1[CH:2]([CH2:7][S:8][C:9]([C:10](=[O:11])[OH:12])([CH3:15])[CH3:16])[CH2:3][O:4][CH2:5][CH2:6]1.